Dataset: the Open Reaction Database (ORD), a public repository of structured organic reaction records. Task: describe an organic reaction: reactants, conditions, products, and yield Reactants: O=C(Cl)OCc1ccccc1, NC1Cc2cc(F)c(F)cc2C1=O, [Na+], O=C([O-])O. Yields the product O=C(NC1Cc2cc(F)c(F)cc2C1=O)OCc1ccccc1. As a reaction SMILES: [Cl:14][C:15](=[O:16])[O:17][CH2:18][c:19]1[cH:20][cH:21][cH:22][cH:23][cH:24]1.[NH2:1][CH:2]1[C:3](=[O:13])[c:4]2[cH:5][c:6]([F:12])[c:7]([F:11])[cH:8][c:9]2[CH2:10]1.[Na+:29].[O-:25][C:26]([OH:27])=[O:28]>>[NH:1]([CH:2]1[C:3](=[O:13])[c:4]2[cH:5][c:6]([F:12])[c:7]([F:11])[cH:8][c:9]2[CH2:10]1)[C:15](=[O:16])[O:17][CH2:18][c:19]1[cH:20][cH:21][cH:22][cH:23][cH:24]1. Starting materials: BrC1=C(C=C(C=O)C=C1)C (4-bromo-3-methyl-benzaldehyde), O (water), Cl.NO (hydroxylamine hydrochloride), C(C)(=O)[O-].[Na+] (sodium acetate). The solvent is C(C)O (ethanol). Conditions: time 3 hour. Yields the product BrC1=C(C=C(C=NO)C=C1)C (4-bromo-3-methyl-benzaldehyde oxime). Isolated yield 78.9%. RXN SMILES: [Br:1][C:2]1[CH:9]=[CH:8][C:5]([CH:6]=O)=[CH:4][C:3]=1[CH3:10].Cl.[NH2:12][OH:13].C([O-])(=O)C.[Na+].O>C(O)C>[Br:1][C:2]1[CH:9]=[CH:8][C:5]([CH:6]=[N:12][OH:13])=[CH:4][C:3]=1[CH3:10] |f:1.2,3.4|. Procedure details: To a solution of 4-bromo-3-methyl-benzaldehyde (4.3 g) (Example I1) in ethanol (50 ml), were added at ambient temperature hydroxylamine hydrochloride (1.75 g), sodium acetate (2.07 g) and water (15 ml). The reaction mixture was stirred at ambient temperature for 3 hours. The reaction mixture was concentrated and the residue partitioned between ethyl acetate and aqueous sodium hydroxide (2M). The phases were separated and the organic phase was washed with brine, dried over sodium sulfate, and con... Starting materials: O=Cc1ccc(OCc2ccccc2)cc1, CC[SiH](CC)CC, ClCCl, COC(=O)c1ccc2[nH]c(C)cc2c1, [Na+], [OH-], O=C(O)C(F)(F)F. The product is COC(=O)c1ccc2[nH]c(C)c(Cc3ccc(OCc4ccccc4)cc3)c2c1. Reaction SMILES: [CH2:15]([c:16]1[cH:17][cH:18][cH:19][cH:20][cH:21]1)[O:22][c:23]1[cH:24][cH:25][c:26]([CH:27]=[O:28])[cH:29][cH:30]1.[CH2:38]([SiH:39]([CH2:40][CH3:41])[CH2:42][CH3:43])[CH3:44].[CH2:47]([Cl:48])[Cl:49].[CH3:1][O:2][C:3](=[O:4])[c:5]1[cH:6][c:7]2[cH:8][c:9]([CH3:14])[nH:10][c:11]2[cH:12][cH:13]1.[Na+:46].[OH-:45].[OH:31][C:32]([C:33]([F:34])([F:35])[F:36])=[O:37]>>[CH3:1][O:2][C:3](=[O:4])[c:5]1[cH:6][c:7]2[c:8]([CH2:27][c:26]3[cH:25][cH:24][c:23]([O:22][CH2:15][c:16]4[cH:17][cH:18][cH:19][cH:20][cH:21]4)[cH:30][cH:29]3)[c:9]([CH3:14])[nH:10][c:11]2[cH:12][cH:13]1.